Dataset: the Open Reaction Database (ORD), a public repository of structured organic reaction records. Task: describe an organic reaction: reactants, conditions, products, and yield The reactants are CCOC(=O)c1sc(Nc2cc(CN3CCN(C)CC3)ccc2[N+](=O)[O-])nc1-c1ccccc1, Cl, C1CCOC1, [Zn]. Yields the product CCOC(=O)c1sc(Nc2cc(CN3CCN(C)CC3)ccc2N)nc1-c1ccccc1. Reaction SMILES: [CH2:1]([CH3:2])[O:3][C:4](=[O:5])[c:6]1[c:7](-[c:29]2[cH:30][cH:31][cH:32][cH:33][cH:34]2)[n:8][c:9]([NH:11][c:12]2[c:13]([N+:26]([O-:27])=[O:28])[cH:14][cH:15][c:16]([CH2:18][N:19]3[CH2:20][CH2:21][N:22]([CH3:25])[CH2:23][CH2:24]3)[cH:17]2)[s:10]1.[ClH:35].[O:37]1[CH2:38][CH2:39][CH2:40][CH2:41]1.[Zn:36]>>[CH2:1]([CH3:2])[O:3][C:4](=[O:5])[c:6]1[c:7](-[c:29]2[cH:30][cH:31][cH:32][cH:33][cH:34]2)[n:8][c:9]([NH:11][c:12]2[c:13]([NH2:26])[cH:14][cH:15][c:16]([CH2:18][N:19]3[CH2:20][CH2:21][N:22]([CH3:25])[CH2:23][CH2:24]3)[cH:17]2)[s:10]1. Product: CC1=CC2=C(OC3=C(N=C2N2CCN(CC2)C)C=CC=C3C)S1 (2,9-dimethyl-4-(4-methylpiperazin-1-yl)thieno[2,3-b][1,5]benzoxazepine). Procedure: In the same manner as in Example 125 and using 2,9-dimethylthieno[2,3-b][1,5]benzoxazepin-4(5H)-one, phosphorus oxychloride, N,N-dimethylaniline and 1-methylpiperazine, 2,9-dimethyl-4-(4-methylpiperazin-1-yl)thieno[2,3-b][1,5]benzoxazepine is obtained. Reaction SMILES: [CH3:1][C:2]1[S:17][C:5]2[O:6][C:7]3[C:15]([CH3:16])=[CH:14][CH:13]=[CH:12][C:8]=3[NH:9][C:10](=O)[C:4]=2[CH:3]=1.P(Cl)(Cl)(Cl)=O.CN(C)C1C=CC=CC=1.[CH3:32][N:33]1[CH2:38][CH2:37][NH:36][CH2:35][CH2:34]1>>[CH3:1][C:2]1[S:17][C:5]2[O:6][C:7]3[C:15]([CH3:16])=[CH:14][CH:13]=[CH:12][C:8]=3[N:9]=[C:10]([N:36]3[CH2:37][CH2:38][N:33]([CH3:32])[CH2:34][CH2:35]3)[C:4]=2[CH:3]=1. Starting materials: CC1=CC2=C(OC3=C(NC2=O)C=CC=C3C)S1 (2,9-dimethylthieno[2,3-b][1,5]benzoxazepin-4(5H)-one), CN1CCNCC1 (1-methylpiperazine), P(=O)(Cl)(Cl)Cl (phosphorus oxychloride), CN(C1=CC=CC=C1)C (N,N-dimethylaniline). Starting materials: C(C)(=O)OCCN1C=NC=C1[N+](=O)[O-] (1-(2'-acetoxyethyl)-5-nitroimidazole), C=O (paraformaldehyde). Solvent: CS(=O)C (dimethylsulfoxide). Product: C(C)(=O)OCCN1C(=NC=C1[N+](=O)[O-])CO (1-(2'-acetoxyethyl)-2-hydroxymethyl-5-nitroimidazole). Reaction SMILES: [C:1]([O:4][CH2:5][CH2:6][N:7]1[C:11]([N+:12]([O-:14])=[O:13])=[CH:10][N:9]=[CH:8]1)(=[O:3])[CH3:2].[CH2:15]=[O:16]>CS(C)=O>[C:1]([O:4][CH2:5][CH2:6][N:7]1[C:11]([N+:12]([O-:14])=[O:13])=[CH:10][N:9]=[C:8]1[CH2:15][OH:16])(=[O:3])[CH3:2]. Procedure details: A mixture of 24.25 g. of 1-(2'-acetoxyethyl)-5-nitroimidazole prepared as in Example 4, 15 g. of paraformaldehyde and 150 ml. of dimethylsulfoxide is heated in a sealed tube overnight at 100°-150° C. The dimethylsulfoxide is removed completely at reduced pressure, and the residue is dissolved in water and extracted with chloroform. The chloroform extract is dried and concentrated. The residue is dissolved in ethyl acetate, and the solution is charged on a column of alumina. Elution with ethyl ac... Reactants: BrC=1C=C(C2=C(CN(CO2)C(C)(C)C)C1)Br (6,8-Dibromo-3-(tert-butyl)-3,4-dihydro-2H-benzo[e][1,3]oxazine), BrC=1C=C(C2=C(CN(CO2)C(C)(C)C)C1)Br (6,8-Dibromo-3-(tert-butyl)-3,4-dihydro-2H-benzo[e][1,3]oxazine), ClC1=C(C=C(C=C1)B(O)O)C(F)(F)F ((4-chloro-3-(trifluoromethyl)phenyl)boronic acid), C([O-])([O-])=O.[K+].[K+] (potassium carbonate). The reagents and catalysts are C=1C=CC(=CC1)[P](C=2C=CC=CC2)(C=3C=CC=CC3)[Pd]([P](C=4C=CC=CC4)(C=5C=CC=CC5)C=6C=CC=CC6)([P](C=7C=CC=CC7)(C=8C=CC=CC8)C=9C=CC=CC9)[P](C=1C=CC=CC1)(C=1C=CC=CC1)C=1C=CC=CC1 (tetrakis(triphenylphosphine)palladium). The solvent is CC(C)O (2-propanol), O (water). Reaction conditions: temperature 72 celsius. The product is BrC1=CC(=CC=2CN(COC21)C(C)(C)C)C2=CC(=C(C=C2)Cl)C(F)(F)F (8-bromo-3-(tert-butyl)-6-(4-chloro-3-(trifluoromethyl)phenyl)-3,4-dihydro-2H-benzo[e][1,3]oxazine). The yield is 20.1%. RXN SMILES: Br[C:2]1[CH:3]=[C:4]([Br:16])[C:5]2[O:10][CH2:9][N:8]([C:11]([CH3:14])([CH3:13])[CH3:12])[CH2:7][C:6]=2[CH:15]=1.[Cl:17][C:18]1[CH:23]=[CH:22][C:21](B(O)O)=[CH:20][C:19]=1[C:27]([F:30])([F:29])[F:28].C(=O)([O-])[O-].[K+].[K+]>CC(O)C.O.C1C=CC([P]([Pd]([P](C2C=CC=CC=2)(C2C=CC=CC=2)C2C=CC=CC=2)([P](C2C=CC=CC=2)(C2C=CC=CC=2)C2C=CC=CC=2)[P](C2C=CC=CC=2)(C2C=CC=CC=2)C2C=CC=CC=2)(C2C=CC=CC=2)C2C=CC=CC=2)=CC=1>[Br:16][C:4]1[C:5]2[O:10][CH2:9][N:8]([C:11]([CH3:14])([CH3:13])[CH3:12])[CH2:7][C:6]=2[CH:15]=[C:2]([C:21]2[CH:22]=[CH:23][C:18]([Cl:17])=[C:19]([C:27]([F:30])([F:29])[F:28])[CH:20]=2)[CH:3]=1 |f:2.3.4,^1:45,47,66,85|. Procedure: A mixture of 6,8-dibromo-3-(tert-butyl)-3,4-dihydro-2H-benzo[e][1,3]oxazine (Intermediate 6) (2.4 g, 6.92 mmol), (4-chloro-3-(trifluoromethyl)phenyl)boronic acid (1.628 g, 7.27 mmol), and potassium carbonate (1.434 g, 10.4 mmol) in 2-propanol (40 mL) and water (8 mL) was purged with nitrogen for 20 minutes. Tetrakis(triphenylphosphine)Pd (0) (336 mg, 0.29 mmol) was added and the resulting mixture heated at 72° C. for 3 h then the cooled reaction mixture concentrated under reduced pressure. The r... The reactants are BrCCCCCNC(=O)NC1=CSC=C1C(=O)OC (N-(5-bromopentyl)-N'-(4-carbomethoxythien-3-yl]urea), Cl.FC(C=1C=C(C=CC1)N1CCNCC1)(F)F (1-(3-trifluoromethylphenyl)piperazine hydrochloride). Yields the product title compound, FC(C=1C=C(C=CC1)N1CCN(CC1)CCCCCN1C(NC=2C(C1=O)=CSC2)=O)(F)F (3-[5-[4-(3-trifluoromethylphenyl)piperazin-1-yl]pentyl]thieno[3,4-d]pyrimidine-2,4-dione). Isolated yield 96.7%. Reaction SMILES: Br[CH2:2][CH2:3][CH2:4][CH2:5][CH2:6][NH:7][C:8]([NH:10][C:11]1[C:15]([C:16]([O:18]C)=O)=[CH:14][S:13][CH:12]=1)=[O:9].Cl.[F:21][C:22]([F:36])([F:35])[C:23]1[CH:24]=[C:25]([N:29]2[CH2:34][CH2:33][NH:32][CH2:31][CH2:30]2)[CH:26]=[CH:27][CH:28]=1>>[F:36][C:22]([F:21])([F:35])[C:23]1[CH:24]=[C:25]([N:29]2[CH2:34][CH2:33][N:32]([CH2:2][CH2:3][CH2:4][CH2:5][CH2:6][N:7]3[C:16](=[O:18])[C:15]4=[CH:14][S:13][CH:12]=[C:11]4[NH:10][C:8]3=[O:9])[CH2:31][CH2:30]2)[CH:26]=[CH:27][CH:28]=1 |f:1.2|. Reported procedure: The title compound was prepared by the procedure in Example 18 starting with 10.13 g (29 mmol) of the N-(5-bromopentyl)-N'-(4-carbomethoxythien-3-yl]urea of Example 12 and 15.47 g (58 mmol) of 1-(3-trifluoromethylphenyl)piperazine hydrochloride. There was obtained 13.08 g (96%) of the known 3-[5-[4-(3-trifluoromethylphenyl)piperazin-1-yl]pentyl]thieno[3,4-d]pyrimidine-2,4-dione (J. Press and R. Russell, U.S. Pat. No. 4,670,560) which was crystallized from CH2Cl2 /hexane to afford a white solid, ... Starting materials: ClC=1C=C(C=CC1OCC1=CC(=CC=C1)F)N (3-chloro-4-(3-fluoro-benzyloxy)-phenylamine), BrCC=1C=CN2N=[C-]N=C(C21)Cl (5-bromomethyl-4-chloro-pyrrolo[2,1-f][1,2,4]triazine 1D), N#N (N2), C1(=CC=CC=C1)S (Thiophenol), C(C)(C)N(CC)C(C)C (diisopropylethylamine). Solvent: C(CCC)O (n-butanol), ClCCCl (1,2-Dichloroethane), C(Cl)Cl (DCM). Reaction conditions: time 3 hour. Yields the product ClC=1C=C(C=CC1OCC1=CC(=CC=C1)F)NC1=NC=NN2C1=C(C=C2)CSC2=CC=CC=C2 ([3-chloro-4-(3-fluoro-benzyloxy)-phenyl]-(5-phenylsulfanylmethyl-pyrrolo[2,1-f][1,2,4]triazin-4-yl)-amine). The yield is 50.9%. RXN SMILES: Br[CH2:2][C:3]1[CH:4]=[CH:5][N:6]2[C:11]=1[C:10](Cl)=[N:9][C-:8]=[N:7]2.N#N.[C:15]1([SH:21])[CH:20]=[CH:19][CH:18]=[CH:17][CH:16]=1.C(N(C(C)C)CC)(C)C.[Cl:31][C:32]1[CH:33]=[C:34]([NH2:47])[CH:35]=[CH:36][C:37]=1[O:38][CH2:39][C:40]1[CH:45]=[CH:44][CH:43]=[C:42]([F:46])[CH:41]=1>C(Cl)Cl.C(O)CCC.ClCCCl>[Cl:31][C:32]1[CH:33]=[C:34]([NH:47][C:10]2[C:11]3=[C:3]([CH2:2][S:21][C:15]4[CH:20]=[CH:19][CH:18]=[CH:17][CH:16]=4)[CH:4]=[CH:5][N:6]3[N:7]=[CH:8][N:9]=2)[CH:35]=[CH:36][C:37]=1[O:38][CH2:39][C:40]1[CH:45]=[CH:44][CH:43]=[C:42]([F:46])[CH:41]=1. Procedure: A solution of 5-bromomethyl-4-chloro-pyrrolo[2,1-f][1,2,4]triazine 1D (1.0 g, 4.1 mmol) in DCM (60 ml) was sparged with N2 for 0.5 hr and then placed in a −20° C. bath. Thiophenol (0.42 ml, 4.1 mmol) and diisopropylethylamine (0.713 ml, 4.1 mmol) were added and the reaction was kept at −20° C. for 3 hr. After warming to rt, the reaction mixture was washed with water, dried (Na2SO4), and the solvent was removed. 1,2-Dichloroethane (20 ml), n-butanol (20 ml) and 3-chloro-4-(3-fluoro-benzyloxy)-phe... Reactants: CCOC(=O)CC(C)c1ccc(F)cc1, [K+], [OH-], O. The product is CC(CC(=O)O)c1ccc(F)cc1. RXN SMILES: [F:1][c:2]1[cH:3][cH:4][c:5]([CH:8]([CH2:9][C:10](=[O:11])[O:12][CH2:13][CH3:14])[CH3:15])[cH:6][cH:7]1.[K+:17].[OH-:16].[OH2:18]>>[F:1][c:2]1[cH:3][cH:4][c:5]([CH:8]([CH2:9][C:10](=[O:11])[OH:12])[CH3:15])[cH:6][cH:7]1.